This data is from the Open Reaction Database (ORD), a public repository of structured organic reaction records. The task is: describe an organic reaction: reactants, conditions, products, and yield Starting materials: N=1C=CN2C1C=CC=C2SCCCCN2C(SCC2=O)=O (3-[4-(imidazo[1,2-a]pyridin-5-ylthio)butyl]thiazolidine-2,4-dione), N1CCCCC1 (piperidine), pyridine-2-a, aldehyde, N1CCCCC1 (piperidine), C(C)O (ethanol). Yields the product N1=C(C=CC=C1)C=C1C(N(C(S1)=O)CCCCSC1=CC=CC=2N1C=CN2)=O (5-(2-pyridyl)methylene-3-[4-(imidazo[1,2-a]pyridin-5-ylthio)butyl]thiazolidine-2,4-dione). Reaction SMILES: [N:1]1[CH:2]=[CH:3][N:4]2[C:9]([S:10][CH2:11][CH2:12][CH2:13][CH2:14][N:15]3[C:19](=[O:20])[CH2:18][S:17][C:16]3=[O:21])=[CH:8][CH:7]=[CH:6][C:5]=12.[NH:22]1[CH2:27][CH2:26][CH2:25][CH2:24][CH2:23]1.[CH2:28](O)C>>[N:22]1[CH:27]=[CH:26][CH:25]=[CH:24][C:23]=1[CH:28]=[C:18]1[S:17][C:16](=[O:21])[N:15]([CH2:14][CH2:13][CH2:12][CH2:11][S:10][C:9]2[N:4]3[CH:3]=[CH:2][N:1]=[C:5]3[CH:6]=[CH:7][CH:8]=2)[C:19]1=[O:20]. Reported procedure: To a solution of 1.61 g (5.0 mmol) of 3-[4-(imidazo[1,2-a]pyridin-5-ylthio)butyl]thiazolidine-2,4-dione and 0.54 g (5.0 mmol) of pyridine-2-a!aldehyde in 20 ml of ethanol, 0.05 ml (0.5 mmol) of piperidine was added, followed by refluxing for 6 hours. To the reaction mixture, 0.02 ml (0.2 mmol) of piperidine was added, followed by refluxing for 12 hours. After the reaction mixture was cooled, the solvent was distilled off. The residue was dissolved in chloroform, washed with water and dried, afte...